This data is from the Open Reaction Database (ORD), a public repository of structured organic reaction records. The task is: describe an organic reaction: reactants, conditions, products, and yield Starting materials: BrC1C(C2=C(OCC1)C=CC(=C2)Br)=O (4,7-dibromo-3,4-dihydrobenzo[b]oxepin-5(2H)-one), C(C(=O)OCC)(=S)N (ethyl thioamidooxalate). Run in C(C)O (ethanol). Run at temperature 80 celsius. Product: C(C)OC(=O)C=1SC=2CCOC3=C(C2N1)C=C(C=C3)Br (9-Bromo-4,5-dihydro-6-oxa-3-thia-1-aza-benzo[e]azulene-2-carboxylic acid ethyl ester). The yield is 66.5%. RXN SMILES: Br[CH:2]1[CH2:8][CH2:7][O:6][C:5]2[CH:9]=[CH:10][C:11]([Br:13])=[CH:12][C:4]=2[C:3]1=O.[C:15]([NH2:22])(=[S:21])[C:16]([O:18][CH2:19][CH3:20])=[O:17]>C(O)C>[CH2:19]([O:18][C:16]([C:15]1[S:21][C:2]2[CH2:8][CH2:7][O:6][C:5]3[CH:9]=[CH:10][C:11]([Br:13])=[CH:12][C:4]=3[C:3]=2[N:22]=1)=[O:17])[CH3:20]. Procedure: To 4,7-dibromo-3,4-dihydrobenzo[b]oxepin-5(2H)-one (3.4 g, 11 mmol) and ethyl thioamidooxalate (4.2 g, 32 mmol) was added ethanol (81 mL) and heated at reflux (at 80° C.) for 4 days. The reaction mixture was cooled to room temperature and cooled in an ice bath. The precipitate was collected by filtration to give 9-Bromo-4,5-dihydro-6-oxa-3-thia-1-aza-benzo[e]azulene-2-carboxylic acid ethyl ester (2.59 g, 69%). LC/MS (ESI+): m/z 355 (M+H). Reactants: COC1=CC=C(C=C1)S (p-methoxythiophenol), cuprous oxide, BrC1=CC(=CO1)C(=O)O (5-bromofuran-3-carboxylic acid). Run in CN(C=O)C (dimethylformamide). The product is COC1=CC=C(C=C1)SC1=CC(=CO1)C(=O)O (5-(4-Methoxyphenylthio)furan-3-carboxylic Acid). Yield: 42.5%. As a reaction SMILES: [CH3:1][O:2][C:3]1[CH:8]=[CH:7][C:6]([SH:9])=[CH:5][CH:4]=1.Br[C:11]1[O:15][CH:14]=[C:13]([C:16]([OH:18])=[O:17])[CH:12]=1>CN(C)C=O>[CH3:1][O:2][C:3]1[CH:8]=[CH:7][C:6]([S:9][C:11]2[O:15][CH:14]=[C:13]([C:16]([OH:18])=[O:17])[CH:12]=2)=[CH:5][CH:4]=1. Procedure: By the procedure of Example 11, p-methoxythiophenol (4.39 g., 31.4 mmoles) and cuprous oxide (2.25 g., 15.7 mmoles) heated at 135° C. for 2 hours were reacted with 5-bromofuran-3-carboxylic acid (3 g., 15.7 mmoles) in 60 ml. of dimethylformamide, and crude product (1.67 g. ) isolated. Recrystallization from methylene chloride/hexane gave purified 5-(4-methoxphenylthio)furan-3-carboxylic acid (825 mg., m.p. 115°-117° C., m/e 250). The reactants are CF2═CFCH2CH2OSi(CH3)3, B(CCCC)(CCCC)CCCC ((n-C4H9)3B), O=O (O2). The solvent is C(Cl)Cl (CH2Cl2). Conditions: time 20 hour. Yields the product B(CCCC)(CCCC)CCCC.O=O ((n-C4H9)3B O2). Isolated yield 60.0%. Reaction SMILES: [B:1]([CH2:10][CH2:11][CH2:12][CH3:13])([CH2:6][CH2:7][CH2:8][CH3:9])[CH2:2][CH2:3][CH2:4][CH3:5].[O:14]=[O:15]>C(Cl)Cl>[B:1]([CH2:6][CH2:7][CH2:8][CH3:9])([CH2:10][CH2:11][CH2:12][CH3:13])[CH2:2][CH2:3][CH2:4][CH3:5].[O:14]=[O:15] |f:3.4|. Procedure: The radical polymerization was conducted in a 70 ml stainless autoclave equipped with a magnetic stirrer. After adding 0.84 g of CF2═CFCH2CH2OSi(CH3)3, 91 mg of (n-C4H9)3B, and 20 ml CH2Cl2 under argon, 25 ml of VDF was introduced into the reactor under vacuum by condensing the monomers at liquid nitrogen temperatures. About 4 ml of O2 was then introduced to initiate the polymerization. The autoclave was slowly warmed to room temperature and then kept at room temperature for 20 hours. After reco...